Task: describe an organic reaction: reactants, conditions, products, and yield. Dataset: the Open Reaction Database (ORD), a public repository of structured organic reaction records Starting materials: CC(C)=O, CC(C)O, CCCCCC=CCCCCC=CCC(F)=CCCCCO. The product is CCCCCC=CCCCCC=CCC(F)=CCCCC(=O)O. As a reaction SMILES: [CH3:27][C:28](=[O:29])[CH3:30].[CH:23]([CH3:24])([CH3:25])[OH:26].[F:1][C:2](=[CH:3][CH2:4][CH2:5][CH2:6][CH2:7][OH:8])[CH2:9][CH:10]=[CH:11][CH2:12][CH2:13][CH2:14][CH2:15][CH:16]=[CH:17][CH2:18][CH2:19][CH2:20][CH2:21][CH3:22]>>[F:1][C:2](=[CH:3][CH2:4][CH2:5][CH2:6][C:7](=[O:8])[OH:26])[CH2:9][CH:10]=[CH:11][CH2:12][CH2:13][CH2:14][CH2:15][CH:16]=[CH:17][CH2:18][CH2:19][CH2:20][CH2:21][CH3:22]. The reactants are C(#N)C1=CC(=CC(=N1)CCC(=O)OC(C)(C)C)C (tert-Butyl 3-(6-cyano-4-methyl-2-pyridyl)propanoate), ClC=1C=C(C(C(=O)O)=CC1)S (4-chlorothiosalicylic acid). Run in N1=CC=CC=C1 (pyridine). Product: ClC1=CC2=C(C(N=C(S2)C2=CC(=CC(=N2)CCC(=O)OC(C)(C)C)C)=O)C=C1 (tert-Butyl 3-[6-(7-chloro-4-oxo-4H-1,3-benzothiazin-2-yl)-4-methyl-2-pyridyl]propanoate). Isolated yield 28.3%. As a reaction SMILES: [C:1]([C:3]1[N:8]=[C:7]([CH2:9][CH2:10][C:11]([O:13][C:14]([CH3:17])([CH3:16])[CH3:15])=[O:12])[CH:6]=[C:5]([CH3:18])[CH:4]=1)#[N:2].[Cl:19][C:20]1[CH:21]=[C:22]([SH:29])[C:23](=[CH:27][CH:28]=1)[C:24](O)=[O:25]>N1C=CC=CC=1>[Cl:19][C:20]1[CH:28]=[CH:27][C:23]2[C:24](=[O:25])[N:2]=[C:1]([C:3]3[N:8]=[C:7]([CH2:9][CH2:10][C:11]([O:13][C:14]([CH3:15])([CH3:17])[CH3:16])=[O:12])[CH:6]=[C:5]([CH3:18])[CH:4]=3)[S:29][C:22]=2[CH:21]=1. Procedure details: tert-Butyl 3-(6-cyano-4-methyl-2-pyridyl)propanoate (0.69 g, 2.8 mmol) and 4-chlorothiosalicylic acid (1.05 g, 5.7 mmol) were dissolved in pyridine (10 ml). The mixture was refluxed for 22 hrs. The solvent was evaporated, and the residue was subjected to a silica gel column chromatography. The fractions eluted with hexane-ethyl acetate (3:1, v/v) were collected, concentrated and recrystallized from hexane-ethyl acetate to give the titled compound (0.33 g, 28%) as white crystals. Reactants: BrC1=C(C=CC(=C1)F)C1N=C(NC(=C1C(=O)OCC)CBr)N1N=CN=C1 (Ethyl 4-(2-bromo-4-fluorophenyl)-6-(bromomethyl)-2-(1H-1,2,4-triazol-1-yl)-1,4-dihydropyrimidine-5-carboxylate), Cl.N1C(COCC1)C(=O)O (morpholine-3-carboxylic acid hydrochloride). Yields the product BrC1=C(C=CC(=C1)F)C1C(=C(NC(=N1)N1N=CN=C1)CN1C(COCC1)C(=O)O)C(=O)OCC (4-((6-(2-bromo-4-fluorophenyl)-5-(ethoxycarbonyl)-2-(1H-1,2,4-triazol-1-yl)-3,6-dihydropyrimidin-4-yl)methyl)morpholine-3-carboxylic acid). Isolated yield 31.0%. Reaction SMILES: [Br:1][C:2]1[CH:7]=[C:6]([F:8])[CH:5]=[CH:4][C:3]=1[CH:9]1[C:14]([C:15]([O:17][CH2:18][CH3:19])=[O:16])=[C:13]([CH2:20]Br)[NH:12][C:11]([N:22]2[CH:26]=[N:25][CH:24]=[N:23]2)=[N:10]1.Cl.[NH:28]1[CH2:33][CH2:32][O:31][CH2:30][CH:29]1[C:34]([OH:36])=[O:35]>>[Br:1][C:2]1[CH:7]=[C:6]([F:8])[CH:5]=[CH:4][C:3]=1[CH:9]1[N:10]=[C:11]([N:22]2[CH:26]=[N:25][CH:24]=[N:23]2)[NH:12][C:13]([CH2:20][N:28]2[CH2:33][CH2:32][O:31][CH2:30][CH:29]2[C:34]([OH:36])=[O:35])=[C:14]1[C:15]([O:17][CH2:18][CH3:19])=[O:16] |f:1.2|. Procedure details: Ethyl 4-(2-bromo-4-fluorophenyl)-6-(bromomethyl)-2-(1H-1,2,4-triazol-1-yl)-1,4-dihydropyrimidine-5-carboxylate (1.75 g, 3.6 mmol) was reacted with morpholine-3-carboxylic acid hydrochloride (0.6 g, 3.6 mmol) according to the procedure as described in Example 1, Step C to give the title compound as a pale yellow solid (0.6 g, 31%). The compound was characterized by the following spectroscopic data: Reaction conditions: temperature -80 celsius, time 2 hour. Reported procedure: The reduction was carried out following the procedure described in Example 9. A solution of 180 mg (0.38 mmole) of ethyl 9,9-bis(4-fluorophenyl)-5-hydroxy-8-(1H-tetrazol-1-yl)-3-oxo-6,8-nonadienoate in 10 mL of tetrahydrofuran at 0° C. was treated with triethylborane (0.9 mL, lM in tetrahydrofuran). After 2 hrs., the solution was cooled to -80° C. and treated with 30 mg of sodium borohydride followed by 200 μL of methanol. The crude product was purified by silica gel chromatography to yield 111.... Isolated yield 62.2%. RXN SMILES: [F:1][C:2]1[CH:7]=[CH:6][C:5]([C:8]([C:28]2[CH:33]=[CH:32][C:31]([F:34])=[CH:30][CH:29]=2)=[C:9]([N:23]2[CH:27]=[N:26][N:25]=[N:24]2)[CH:10]=[CH:11][CH:12]([OH:22])[CH2:13][C:14](=[O:21])[CH2:15][C:16]([O:18][CH2:19][CH3:20])=[O:17])=[CH:4][CH:3]=1.C(B(CC)CC)C.[BH4-].[Na+].CO>O1CCCC1>[F:1][C:2]1[CH:3]=[CH:4][C:5]([C:8]([C:28]2[CH:33]=[CH:32][C:31]([F:34])=[CH:30][CH:29]=2)=[C:9]([N:23]2[CH:27]=[N:26][N:25]=[N:24]2)[CH:10]=[CH:11][CH:12]([OH:22])[CH2:13][CH:14]([OH:21])[CH2:15][C:16]([O:18][CH2:19][CH3:20])=[O:17])=[CH:6][CH:7]=1 |f:2.3|. Solvent: O1CCCC1 (tetrahydrofuran), O1CCCC1 (tetrahydrofuran). Product: FC1=CC=C(C=C1)C(=C(C=CC(CC(CC(=O)OCC)O)O)N1N=NN=C1)C1=CC=C(C=C1)F (Ethyl 9,9-bis(4-fluorophenyl)-3,5-dihydroxy-8-(1H-tetrazol-1-yl)-6,8-nonadienoat). Starting materials: FC1=CC=C(C=C1)C(=C(C=CC(CC(CC(=O)OCC)=O)O)N1N=NN=C1)C1=CC=C(C=C1)F (ethyl 9,9-bis(4-fluorophenyl)-5-hydroxy-8-(1H-tetrazol-1-yl)-3-oxo-6,8-nonadienoate), C(C)B(CC)CC (triethylborane), CO (methanol), [BH4-].[Na+] (sodium borohydride). Reactants: C(C)(=O)OCC (ethyl acetate), Cl.C(C)(C)(C)OC(CCN)=O (3-aminopropionic acid tert-butyl ester hydrochloride), C(C)N(C(C)C)C(C)C (N-ethyldiisopropylamine), FC(C=1C=C(CN(C2=NC=NC(=C2)Cl)CC2=C(C=CC(=C2)C(F)(F)F)N(CC)CCCC)C=C(C1)C(F)(F)F)(F)F ((3,5-Bis-trifluoromethyl-benzyl)-[2-(butyl-ethyl-amino)-5-trifluoromethyl-benzyl]-(6-chloropyrimidin-4-yl)-amine). Solvent: C1(=CC=CC=C1)C (toluene). Run at temperature 120 celsius, time 8 hour. The product is FC(C=1C=C(CN(C2=CC(=NC=N2)NCCC(=O)OC(C)(C)C)CC2=C(C=CC(=C2)C(F)(F)F)N(CC)CCCC)C=C(C1)C(F)(F)F)(F)F (tert-butyl 3-(6-{(3,5-bis-trifluoromethyl-benzyl)-[2-(butyl-ethyl-amino)-5-trifluoromethyl-benzyl]-amino}-pyrimidin-4-ylamino)-propionate). Yield: 19.8%. RXN SMILES: [F:1][C:2]([F:41])([F:40])[C:3]1[CH:4]=[C:5]([CH:33]=[C:34]([C:36]([F:39])([F:38])[F:37])[CH:35]=1)[CH2:6][N:7]([CH2:15][C:16]1[CH:21]=[C:20]([C:22]([F:25])([F:24])[F:23])[CH:19]=[CH:18][C:17]=1[N:26]([CH2:29][CH2:30][CH2:31][CH3:32])[CH2:27][CH3:28])[C:8]1[CH:13]=[C:12](Cl)[N:11]=[CH:10][N:9]=1.Cl.[C:43]([O:47][C:48](=[O:52])[CH2:49][CH2:50][NH2:51])([CH3:46])([CH3:45])[CH3:44].C(N(C(C)C)C(C)C)C.C(OCC)(=O)C>C1(C)C=CC=CC=1>[F:1][C:2]([F:41])([F:40])[C:3]1[CH:4]=[C:5]([CH:33]=[C:34]([C:36]([F:39])([F:38])[F:37])[CH:35]=1)[CH2:6][N:7]([CH2:15][C:16]1[CH:21]=[C:20]([C:22]([F:25])([F:24])[F:23])[CH:19]=[CH:18][C:17]=1[N:26]([CH2:29][CH2:30][CH2:31][CH3:32])[CH2:27][CH3:28])[C:8]1[N:9]=[CH:10][N:11]=[C:12]([NH:51][CH2:50][CH2:49][C:48]([O:47][C:43]([CH3:46])([CH3:45])[CH3:44])=[O:52])[CH:13]=1 |f:1.2|. Procedure: (3,5-Bis-trifluoromethyl-benzyl)-[2-(butyl-ethyl-amino)-5-trifluoromethyl-benzyl]-(6-chloropyrimidin-4-yl)-amine (300 mg) is dissolved in toluene (5 ml), and thereto are added 3-aminopropionic acid tert-butyl ester hydrochloride (888 mg) and N-ethyldiisopropylamine (1.7 ml), and the mixture is stirred at 120° C. overnight. To the reaction solution are added ethyl acetate and a 1N-hydrochloric acid, and the mixture is separated. The organic layer is washed with a saturated brine, dried over magne... Starting materials: CCCCCC1CCC(C=C(Br)Br)CC1, O=C([O-])O, [Li]CCCC, CCCCCC, [Na+], C1CCOC1. Yields the product C#CC1CCC(CCCCC)CC1. As a reaction SMILES: [Br:1][C:2](=[CH:3][CH:4]1[CH2:5][CH2:6][CH:7]([CH2:10][CH2:11][CH2:12][CH2:13][CH3:14])[CH2:8][CH2:9]1)[Br:15].[C:21](=[O:22])([O-:23])[OH:24].[CH2:16]([Li:17])[CH2:18][CH2:19][CH3:20].[CH3:31][CH2:32][CH2:33][CH2:34][CH2:35][CH3:36].[Na+:25].[O:26]1[CH2:27][CH2:28][CH2:29][CH2:30]1>>[CH:2]#[C:3][CH:4]1[CH2:5][CH2:6][CH:7]([CH2:10][CH2:11][CH2:12][CH2:13][CH3:14])[CH2:8][CH2:9]1. The reactants are FC(C(=O)O)(F)F (trifluoroacetic acid), C1(CC1)C(O)C1=C(C=C(C=C1)C(F)(F)F)F (Cyclopropyl[2-fluoro-4-(trifluoromethyl)phenyl]methanol), CSCC=1C=CC=C2C=CNC12 (7-[(Methylsulfanyl)methyl]-1H-indole). Solvent: ClCCl (dichloromethane). Reaction conditions: time 2 hour. The product is C1(CC1)C(C1=CNC2=C(C=CC=C12)CSC)C1=C(C=C(C=C1)C(F)(F)F)F (3-{Cyclopropyl[2-fluoro-4-(trifluoromethyl)phenyl]methyl}-7-[(methylsulfanyl)methyl]-1H-indole). As a reaction SMILES: FC(F)(F)C(O)=O.[CH:8]1([CH:11]([C:13]2[CH:18]=[CH:17][C:16]([C:19]([F:22])([F:21])[F:20])=[CH:15][C:14]=2[F:23])O)[CH2:10][CH2:9]1.[CH3:24][S:25][CH2:26][C:27]1[CH:28]=[CH:29][CH:30]=[C:31]2[C:35]=1[NH:34][CH:33]=[CH:32]2>ClCCl>[CH:8]1([CH:11]([C:13]2[CH:18]=[CH:17][C:16]([C:19]([F:22])([F:21])[F:20])=[CH:15][C:14]=2[F:23])[C:32]2[C:31]3[C:35](=[C:27]([CH2:26][S:25][CH3:24])[CH:28]=[CH:29][CH:30]=3)[NH:34][CH:33]=2)[CH2:10][CH2:9]1. Procedure: 0.66 ml (8.61 mmol) of trifluoroacetic acid was added to 1.68 g (7.18 mmol) of the compound from Example 148A and 1.27 g (7.18 mmol) of the compound from Example 8A in 80 ml of dichloromethane, and the mixture was stirred at RT for 2 h. It was concentrated and the residue was purified by flash chromatography on silica gel (mobile phase: toluene/ethyl acetate 98/2) and preparative HPLC (RP18 column; mobile phase: acetonitrile/water gradient with addition of 0.1% formic acid) to result in 80.0 mg ... The reactants are C(C)(C)(C)OC(=O)N1CC(NCC1)CC ((RS) 4-tert-butoxycarbonyl-2-ethylpiperazine), N1=CC=CC=C1 (pyridine), ClC(Cl)(OC(OC(Cl)(Cl)Cl)=O)Cl (triphosgene). Run in C(Cl)Cl (DCM), C(Cl)Cl (DCM). Reaction conditions: time 30 minute. Product: C(C)(C)(C)OC(=O)N1C(CN(CC1)C(=O)Cl)CC ((+/−) 4-Chlorocarbonyl-2-ethylpiperazine-1-carboxylic acid tert-butyl ester). RXN SMILES: [C:1]([O:5][C:6]([N:8]1[CH2:13][CH2:12][NH:11][CH:10](CC)[CH2:9]1)=[O:7])([CH3:4])([CH3:3])[CH3:2].N1[CH:21]=[CH:20]C=CC=1.[Cl:22][C:23](Cl)([O:25]C(=O)OC(Cl)(Cl)Cl)Cl>C(Cl)Cl>[C:1]([O:5][C:6]([N:8]1[CH2:9][CH2:10][N:11]([C:23]([Cl:22])=[O:25])[CH2:12][CH:13]1[CH2:20][CH3:21])=[O:7])([CH3:2])([CH3:3])[CH3:4]. Procedure: a solution of (RS) 4-tert-butoxycarbonyl-2-ethylpiperazine (3.95 g) and pyridine (1.64 ml) in DCM (35 ml) was added dropwise to a stirred solution of triphosgene (2.1 g) in DCM (100 ml) at 0° C. under Ar. The mixture was warmed to room temperature, stirred for 30 min then washed with water (100 ml) and brine (100 ml). The organic solution was dried (sodium sulfate) and concentrated in vacuo. The residue was dissolved in isohexane, filtered and concentrated in vacuo to give the product as a clear... Starting materials: COc1cccc2ccccc12, COc1ccc(S(=O)(=O)Cl)cc1, [Cl-], Clc1ccccc1Cl, Cl, C[N+](=O)[O-]. The product is COc1ccc(S(=O)(=O)c2ccc(OC)c3ccccc23)cc1. Reaction SMILES: [CH3:14][O:15][c:16]1[cH:17][cH:18][cH:19][c:20]2[cH:21][cH:22][cH:23][cH:24][c:25]12.[CH3:1][O:2][c:3]1[cH:4][cH:5][c:6]([S:9](=[O:10])(=[O:11])[Cl:12])[cH:7][cH:8]1.[Cl-:13].[Cl:31][c:32]1[cH:33][cH:34][cH:35][cH:36][c:37]1[Cl:38].[ClH:26].[N+:27]([CH3:28])([O-:29])=[O:30]>>[CH3:1][O:2][c:3]1[cH:4][cH:5][c:6]([S:9](=[O:10])(=[O:11])[c:19]2[cH:18][cH:17][c:16]([O:15][CH3:14])[c:25]3[c:20]2[cH:21][cH:22][cH:23][cH:24]3)[cH:7][cH:8]1.